This data is from the Open Reaction Database (ORD), a public repository of structured organic reaction records. The task is: describe an organic reaction: reactants, conditions, products, and yield The reactants are CC[O-], CCO, Cc1cc(F)ccc1-c1nc(S(C)(=O)=O)nc2c1CNC(=O)N2c1c(F)cccc1F, [Na+]. Product: CCOc1nc(-c2ccc(F)cc2C)c2c(n1)N(c1c(F)cccc1F)C(=O)NC2. As a reaction SMILES: [CH3:32][CH2:33][O-:34].[CH3:36][CH2:37][OH:38].[F:1][c:2]1[c:3]([N:9]2[C:10](=[O:31])[NH:11][CH2:12][c:13]3[c:14]2[n:15][c:16]([S:27]([CH3:28])(=[O:29])=[O:30])[n:17][c:18]3-[c:19]2[c:20]([CH3:26])[cH:21][c:22]([F:25])[cH:23][cH:24]2)[c:4]([F:8])[cH:5][cH:6][cH:7]1.[Na+:35]>>[F:1][c:2]1[c:3]([N:9]2[C:10](=[O:31])[NH:11][CH2:12][c:13]3[c:14]2[n:15][c:16]([O:34][CH2:33][CH3:32])[n:17][c:18]3-[c:19]2[c:20]([CH3:26])[cH:21][c:22]([F:25])[cH:23][cH:24]2)[c:4]([F:8])[cH:5][cH:6][cH:7]1. Starting materials: Cl.CC=1C(=NC=CC1)C=CCCl (3-(3-methyl-2-pyridyl)allyl chloride hydrochloride), NC=1SC=2CCNCCC2N1 (2-amino-4,5,7,8-tetrahydro-6H-thiazolo[5,4-d]azepine), CCOCC (ether). Solvent: C(Cl)(Cl)Cl (chloroform). Yields the product NC=1SC=2CCN(CCC2N1)CC=CC1=NC=CC=C1C (2-Amino-6-(3-(3-methyl-2-pyridyl)allyl)-4,5,7,8-tetrahydro-6H-thiazolo[5,4-d]azepine). Isolated yield 45.0%. As a reaction SMILES: Cl.[CH3:2][C:3]1[C:4]([CH:9]=[CH:10][CH2:11]Cl)=[N:5][CH:6]=[CH:7][CH:8]=1.[NH2:13][C:14]1[S:15][C:16]2[CH2:17][CH2:18][NH:19][CH2:20][CH2:21][C:22]=2[N:23]=1.CCOCC>C(Cl)(Cl)Cl>[NH2:13][C:14]1[S:15][C:16]2[CH2:17][CH2:18][N:19]([CH2:11][CH:10]=[CH:9][C:4]3[C:3]([CH3:2])=[CH:8][CH:7]=[CH:6][N:5]=3)[CH2:20][CH2:21][C:22]=2[N:23]=1 |f:0.1|. Procedure: Prepared from 3-(3-methyl-2-pyridyl)allyl chloride hydrochloride and 3 equivalents of 2-amino-4,5,7,8-tetrahydro-6H-thiazolo[5,4-d]azepine in chloroform. Yield: 45% of theory, Melting point: 188°-190° C. (ether).